This data is from the Open Reaction Database (ORD), a public repository of structured organic reaction records. The task is: describe an organic reaction: reactants, conditions, products, and yield The reactants are 10g, Cl.FC1=CC=C(C=C1)[C@H]1[C@@H](CNCC1)COC1=CC2=C(C=C1)OCO2 ((-)-trans-4-(-4-fluorophenyl)-3-(3,4-methylenedioxy-phenoxymethyl)-piperidine hydrochloride), BrCCCCC (1-bromopentane), C([O-])([O-])=O.[K+].[K+] (potassium carbonate), CC(=O)C (acetone). Solvent: C(C)O (ethanol), C(C)OCC (diethylether). Product: Cl.FC1=CC=C(C=C1)[C@H]1[C@@H](CN(CC1)CCCCC)COC1=CC2=C(C=C1)OCO2 ((-)-trans-4-(-4-fluorophenyl)-3-(3,4-methylenedioxyphenoxy-methyl)-1-pentylpiperidine hydrochloride). Reaction SMILES: [ClH:1].[F:2][C:3]1[CH:8]=[CH:7][C:6]([C@@H:9]2[CH2:14][CH2:13][NH:12][CH2:11][C@H:10]2[CH2:15][O:16][C:17]2[CH:22]=[CH:21][C:20]3[O:23][CH2:24][O:25][C:19]=3[CH:18]=2)=[CH:5][CH:4]=1.Br[CH2:27][CH2:28][CH2:29][CH2:30][CH3:31].C(=O)([O-])[O-].[K+].[K+].CC(C)=O>C(O)C.C(OCC)C>[ClH:1].[F:2][C:3]1[CH:8]=[CH:7][C:6]([C@@H:9]2[CH2:14][CH2:13][N:12]([CH2:27][CH2:28][CH2:29][CH2:30][CH3:31])[CH2:11][C@H:10]2[CH2:15][O:16][C:17]2[CH:22]=[CH:21][C:20]3[O:23][CH2:24][O:25][C:19]=3[CH:18]=2)=[CH:5][CH:4]=1 |f:0.1,3.4.5,9.10|. Procedure: 10g of (-)-trans-4-(-4-fluorophenyl)-3-(3,4-methylenedioxy-phenoxymethyl)-piperidine hydrochloride in 250 ml 99.9% ethanol was mixed with 50 ml 1-bromopentane and 20 g potassium carbonate. The mixture was refluxed for 3 hours and was subsequently cooled to room temperature. 25 ml acetone and 25 ml diethylether was added to the solution. The precipitate was filtered off and the filtrate was evaporated in vacuo. 20 ml 4N NaOH was added to the residue, and the resulting mixture was extracted 3 time... Reactants: C(C1=CC=CC=C1)OC1=C(C=CC=C1)C(C)=O (2′-benzyloxyacetophenone), C=1C=CC2=C(C1)N=NN2O (HOBt), Cl.NCC(=O)N1CCC(CC1)OC1=CC(=CC=C1)C(F)(F)F (2-amino-1-[4-(3-trifluoromethyl-phenoxy)-piperidin-1-yl]-ethanone hydrochloride), CCN(C(C)C)C(C)C (DIPEA), OC=1C=C(C=CC1)C1=CC(=NO1)C(=O)O (5-(3-hydroxy-phenyl)-isoxazole-3-carboxylic acid), Intermediate 25, CCN=C=NCCCN(C)C.Cl (EDCI.HCl). The solvent is CN(C)C=O (DMF), O (water). Reaction conditions: time 8 hour. Product: O=C(CNC(=O)C1=NOC(=C1)C1=CC(=CC=C1)O)N1CCC(CC1)OC1=CC(=CC=C1)C(F)(F)F (5-(3-hydroxy-phenyl)-isoxazole-3-carboxylic acid {2-oxo-2-[4-(3-trifluoromethyl-phenoxy)-piperidin-1-yl]-ethyl}-amide). The yield is 37.5%. As a reaction SMILES: CCN(C(C)C)C(C)C.[OH:10][C:11]1[CH:12]=[C:13]([C:17]2[O:21][N:20]=[C:19]([C:22]([OH:24])=O)[CH:18]=2)[CH:14]=[CH:15][CH:16]=1.C(OC1C=CC=CC=1C(=O)C)C1C=CC=CC=1.C1C=CC2N(O)N=NC=2C=1.CCN=C=NCCCN(C)C.Cl.Cl.[NH2:65][CH2:66][C:67]([N:69]1[CH2:74][CH2:73][CH:72]([O:75][C:76]2[CH:81]=[CH:80][CH:79]=[C:78]([C:82]([F:85])([F:84])[F:83])[CH:77]=2)[CH2:71][CH2:70]1)=[O:68]>CN(C=O)C.O>[O:68]=[C:67]([N:69]1[CH2:70][CH2:71][CH:72]([O:75][C:76]2[CH:81]=[CH:80][CH:79]=[C:78]([C:82]([F:85])([F:83])[F:84])[CH:77]=2)[CH2:73][CH2:74]1)[CH2:66][NH:65][C:22]([C:19]1[CH:18]=[C:17]([C:13]2[CH:14]=[CH:15][CH:16]=[C:11]([OH:10])[CH:12]=2)[O:21][N:20]=1)=[O:24] |f:4.5,6.7|. Reported procedure: DIPEA (133 mg, 1.03 mmol) was added to a stirred solution of 5-(3-hydroxy-phenyl)-isoxazole-3-carboxylic acid (61 mg, 0.294 mmol)) (prepared by the method used for the synthesis of Intermediate 25, starting from 2′-benzyloxyacetophenone) in DMF (2 mL) followed by HOBt (41.7 mg, 0.308 mmol) and EDCI.HCl (59 mg, 0.308 mmol). After 2 minutes 2-amino-1-[4-(3-trifluoromethyl-phenoxy)-piperidin-1-yl]-ethanone hydrochloride (99 mg, 0.294 mmol) (prepared according to Step 1 and 5 of the General Scheme) ... The reactants are C1(=CC=CC=C1)O (phenol), C(\C=C/C(=O)O)(=O)O (maleic acid), [OH-].[Na+] (sodium hydroxide), C1(=CC=CC=C1)SC1CNCCC1 (3-(phenylthio)piperidine). Solvent: Br (hydrobromic acid). Product: C(\C=C/C(=O)O)(=O)O.C1(=CC=CC=C1)SC1CNCCC1 (3-(phenylthio)piperidine maleate). RXN SMILES: C1(O)C=CC=CC=1.[OH-].[Na+].[C:10]1([S:16][CH:17]2[CH2:22][CH2:21][CH2:20][NH:19][CH2:18]2)[CH:15]=[CH:14][CH:13]=[CH:12][CH:11]=1.[C:23]([OH:30])(=[O:29])/[CH:24]=[CH:25]\[C:26]([OH:28])=[O:27]>Br>[C:23]([OH:30])(=[O:29])/[CH:24]=[CH:25]\[C:26]([OH:28])=[O:27].[C:10]1([S:16][CH:17]2[CH2:22][CH2:21][CH2:20][NH:19][CH2:18]2)[CH:15]=[CH:14][CH:13]=[CH:12][CH:11]=1 |f:1.2,6.7|. Procedure: The above mixture was suspended in 600 ml of 48% hydrobromic acid and excess phenol. The suspension was refluxed for 1 hr and was cooled to room temperature. The reaction mixture was made basic with 50% aqueous sodium hydroxide and the basic solution was extracted with methylene chloride. The methylene chloride extract was extracted with 2M sulfuric acid. The acidic aqueous phase was made basic with 50% sodium hydroxide and the basic solution was extracted with methylene chloride. This last meth... Reactants: ClC1=NC2=CC=CC=C2C(=N1)Cl (2,4-dichloroquinazoline), FC(C1=CC=C(N)C=C1)(F)F (4-trifluoromethylaniline), CC1=NNC(=C1)C (3,5-dimethylpyrazole). The product is CC1=NN(C(=C1)C)C1=NC2=CC=CC=C2C(=N1)NC1=CC=C(C=C1)C(F)(F)F ([2-(3,5-Dimethyl-pyrazol-1-yl)-quinazolin-4-yl]-(4-trifluoromethyl-phenyl)-amine). As a reaction SMILES: Cl[C:2]1[N:11]=[C:10](Cl)[C:9]2[C:4](=[CH:5][CH:6]=[CH:7][CH:8]=2)[N:3]=1.[F:13][C:14]([F:23])([F:22])[C:15]1[CH:21]=[CH:20][C:18]([NH2:19])=[CH:17][CH:16]=1.[CH3:24][C:25]1[CH:29]=[C:28]([CH3:30])[NH:27][N:26]=1>>[CH3:24][C:25]1[CH:29]=[C:28]([CH3:30])[N:27]([C:2]2[N:11]=[C:10]([NH:19][C:18]3[CH:20]=[CH:21][C:15]([C:14]([F:22])([F:23])[F:13])=[CH:16][CH:17]=3)[C:9]3[C:4](=[CH:5][CH:6]=[CH:7][CH:8]=3)[N:3]=2)[N:26]=1. Procedure details: Was prepared according to Method B from 2,4-dichloroquinazoline, 4-trifluoromethylaniline and 3,5-dimethylpyrazole. Mp. 218.8-220.1° C. RXN SMILES: [CH3:120][S:121]([CH3:122])=[O:123].[CH3:25][C:26](=[O:27])[O-:28].[CH3:29][c:30]1[n:31][cH:32][cH:33][cH:34][c:35]1[B:36]([OH:37])[OH:38].[CH3:39][C:40]#[N:41].[Cl:1][c:2]1[cH:3][cH:4][c:5]2[c:6]([n:23]1)-[c:7]1[s:8][c:9](-[c:15]3[n:16]([CH:20]([CH3:21])[CH3:22])[cH:17][cH:18][n:19]3)[cH:10][c:11]1[CH2:12][CH2:13][O:14]2.[K+:24].[OH2:42].[cH:43]1[cH:44][cH:45][c:46]([P:47]([Pd:48]([P:49]([c:50]2[cH:51][cH:52][cH:53][cH:54][cH:55]2)([c:56]2[cH:57][cH:58][cH:59][cH:60][cH:61]2)[c:62]2[cH:63][cH:64][cH:65][cH:66][cH:67]2)([P:68]([c:69]2[cH:70][cH:71][cH:72][cH:73][cH:74]2)([c:75]2[cH:76][cH:77][cH:78][cH:79][cH:80]2)[c:81]2[cH:82][cH:83][cH:84][cH:85][cH:86]2)[P:87]([c:88]2[cH:89][cH:90][cH:91][cH:92][cH:93]2)([c:94]2[cH:95][cH:96][cH:97][cH:98][cH:99]2)[c:100]2[cH:101][cH:102][cH:103][cH:104][cH:105]2)([c:106]2[cH:107][cH:108][cH:109][cH:110][cH:111]2)[c:112]2[cH:113][cH:114][cH:115][cH:116][cH:117]2)[cH:118][cH:119]1>>[c:2]1(-[c:35]2[c:30]([CH3:29])[n:31][cH:32][cH:33][cH:34]2)[cH:3][cH:4][c:5]2[c:6]([n:23]1)-[c:7]1[s:8][c:9](-[c:15]3[n:16]([CH:20]([CH3:21])[CH3:22])[cH:17][cH:18][n:19]3)[cH:10][c:11]1[CH2:12][CH2:13][O:14]2. Yields the product Cc1ncccc1-c1ccc2c(n1)-c1sc(-c3nccn3C(C)C)cc1CCO2. Starting materials: CS(C)=O, CC(=O)[O-], Cc1ncccc1B(O)O, CC#N, CC(C)n1ccnc1-c1cc2c(s1)-c1nc(Cl)ccc1OCC2, [K+], O, c1ccc(P(c2ccccc2)(c2ccccc2)[Pd](P(c2ccccc2)(c2ccccc2)c2ccccc2)(P(c2ccccc2)(c2ccccc2)c2ccccc2)P(c2ccccc2)(c2ccccc2)c2ccccc2)cc1. The reactants are ClC=1N=C(C2=C(N1)C=CC(=N2)CO)N2CCOCC2 ((2-chloro-4-morpholinopyrido[3,2-d]pyrimidin-6-yl)methanol), [Si](C)(C)(C(C)(C)C)N1C=CC2=C(C(=CC=C12)F)B1OC(C(O1)(C)C)(C)C (1-(tert-butyldimethylsilyl)-5-fluoro-4-(4,4,5,5-tetramethyl-1,3,2-dioxaborolan-2-yl)-1H-indole). Product: FC=1C(=C2C=CNC2=CC1)C=1N=C(C2=C(N1)C=CC(=N2)CO)N2CCOCC2 ((2-(5-fluoro-1H-indol-4-yl)-4-morpholinopyrido[3,2-d]pyrimidin-6-yl)methanol). RXN SMILES: Cl[C:2]1[N:3]=[C:4]([N:14]2[CH2:19][CH2:18][O:17][CH2:16][CH2:15]2)[C:5]2[N:11]=[C:10]([CH2:12][OH:13])[CH:9]=[CH:8][C:6]=2[N:7]=1.[Si]([N:27]1[C:35]2[C:30](=[C:31](B3OC(C)(C)C(C)(C)O3)[C:32]([F:36])=[CH:33][CH:34]=2)[CH:29]=[CH:28]1)(C(C)(C)C)(C)C>>[F:36][C:32]1[C:31]([C:2]2[N:3]=[C:4]([N:14]3[CH2:19][CH2:18][O:17][CH2:16][CH2:15]3)[C:5]3[N:11]=[C:10]([CH2:12][OH:13])[CH:9]=[CH:8][C:6]=3[N:7]=2)=[C:30]2[C:35](=[CH:34][CH:33]=1)[NH:27][CH:28]=[CH:29]2. Procedure details: (2-Chloro-4-morpholinopyrido[3,2-d]pyrimidin-6-yl)methanol 6 (0.1 g) was reacted with 1-(tert-butyldimethylsilyl)-5-fluoro-4-(4,4,5,5-tetramethyl-1,3,2-dioxaborolan-2-yl)-1H-indole via General Procedure A to produce 73.4 mg of 108 following reverse phase HPLC purification. MS (Q1) 380.1 (M)+ Starting materials: CN(C=O)C (dimethylformamide), COC1=C(C=CC=C1)C1=CN(C2=NC=C(C=C21)C2=NNC=C2)S(=O)(=O)C2=CC=C(C=C2)C (3-(2-Methoxy-phenyl)-5-(1H-pyrazol-3-yl)-1-(toluene-4-sulfonyl)-1H-pyrrolo[2,3-b]pyridine), [OH-].[K+] (potassium hydroxide). Run in CO (methanol). Conditions: time 4 hour. Yields the product COC1=C(C=CC=C1)C1=CNC2=NC=C(C=C21)C2=NNC=C2 (3-(2-methoxy-phenyl)-5-(1H-pyrazol-3-yl)-1H-pyrrolo[2,3-b]pyridine). Isolated yield 18.6%. Reaction SMILES: [CH3:1][O:2][C:3]1[CH:8]=[CH:7][CH:6]=[CH:5][C:4]=1[C:9]1[C:17]2[C:12](=[N:13][CH:14]=[C:15]([C:18]3[CH:22]=[CH:21][NH:20][N:19]=3)[CH:16]=2)[N:11](S(C2C=CC(C)=CC=2)(=O)=O)[CH:10]=1.CN(C)C=O.[OH-].[K+]>CO>[CH3:1][O:2][C:3]1[CH:8]=[CH:7][CH:6]=[CH:5][C:4]=1[C:9]1[C:17]2[C:12](=[N:13][CH:14]=[C:15]([C:18]3[CH:22]=[CH:21][NH:20][N:19]=3)[CH:16]=2)[NH:11][CH:10]=1 |f:2.3|. Procedure details: 3-(2-Methoxy-phenyl)-5-(1H-pyrazol-3-yl)-1-(toluene-4-sulfonyl)-1H-pyrrolo[2,3-b]pyridine (156 mg, 0.350 mmol) was dissolved in methanol (1.0 mL) and dimethylformamide (1.0 mL) and 50% w/v aqueous potassium hydroxide (1.0 mL) was added. After 4 hours, the reaction was quenched by addition of acetic acid (1.0 mL). The mixture was carefully poured into saturated sodium bicarbonate and extracted with ethyl acetate. The organic layers were dried over sodium sulfate, filtered and dried to a residue w... Reactants: SeO2, O (water), CC1=NC2=CC=CC=C2N=C1 (2-methylquinoxaline). Solvent: O1CCOCC1 (1,4-dioxane), O1CCOCC1 (1,4-dioxane). Yields the product N1=C(C=NC2=CC=CC=C12)C=O (Quinoxaline-2-carbaldehyde). Reaction SMILES: [OH2:1].[CH3:2][C:3]1[CH:12]=[N:11][C:10]2[C:5](=[CH:6][CH:7]=[CH:8][CH:9]=2)[N:4]=1>O1CCOCC1>[N:4]1[C:5]2[C:10](=[CH:9][CH:8]=[CH:7][CH:6]=2)[N:11]=[CH:12][C:3]=1[CH:2]=[O:1]. Procedure: To a solution of SeO2 (2.3 g, 20.9 mmol) and water (1 mL) in 1,4-dioxane (25 mL) at reflux was added 2-methylquinoxaline (2 g, 13.9 mmol) in 1,4-dioxane (4 mL). After refluxing for 4 h, the reaction mixture was filtered. The filtrate was concentrated and purified by column chromatography to give 500 mg of the desired product. LC-MS: m/z 159 (M+H+). Reactants: O (water), CNC1=NC(=NC=C1C=S)C (4-methylamino-2-methylthiopyrimidine-5-carboxaldehyde), COC(CSC1=CC=C(C=C1)F)=O (methyl(4-fluorophenylthio)acetate), CN1C(CCC1)=O (1-methyl-2-pyrrolidinone), N1C=2N(CCC1)CCCN2 (1,3,4,6,7,8-hexahydro-2H-pyrimido(1,2-a)pyrimidine). Reaction conditions: temperature 120 celsius. Yields the product FC1=CC=C(C=C1)SC1=CC2=C(N=C(N=C2)SC)N(C1=O)C (6-[(4-fluorophenyl)thio]-8-methyl-2-(methylthio)pyrido[2,3-d]pyrimidin-7(8H)-one). As a reaction SMILES: CNC1C([CH:9]=[S:10])=CN=C(C)N=1.COC(=O)C[S:16][C:17]1[CH:22]=[CH:21][C:20]([F:23])=[CH:19][CH:18]=1.N1CCC[N:27]2[CH2:31][CH2:32][CH2:33][N:34]=[C:26]12.O.[CH3:36][N:37]1C[CH2:40][CH2:39][C:38]1=[O:42]>>[F:23][C:20]1[CH:21]=[CH:22][C:17]([S:16][C:39]2[C:38](=[O:42])[N:37]([CH3:36])[C:31]3[N:27]=[C:26]([S:10][CH3:9])[N:34]=[CH:33][C:32]=3[CH:40]=2)=[CH:18][CH:19]=1. Procedure details: To a mixture of 4-methylamino-2-methylthiopyrimidine-5-carboxaldehyde (0.55 g, 3 mmol) and methyl(4-fluorophenylthio)acetate (prepared as in Example 5 using 4-fluorothiophenol, 0.65 g, 3.3 mmol) in 25 mL of 1-methyl-2-pyrrolidinone was added 1,3,4,6,7,8-hexahydro-2H-pyrimido(1,2-a)pyrimidine polymer bound resin base (Aldrich, 200 mg). The reaction mixture was heated to 120° C. After 12 hours it was cooled to room temperature and added to water (50 mL). The aqueous mixture was extracted with ethy... The reactants are C=CC(COS(=O)(=O)c1ccc(C)cc1)Oc1c(C=CC)ccc(F)c1-c1ccc(Cl)cc1Cl, ClCCCl. Product: Cc1ccc(S(=O)(=O)OCC2C=Cc3ccc(F)c(-c4ccc(Cl)cc4Cl)c3O2)cc1. Reaction SMILES: [CH3:1][c:2]1[cH:3][cH:4][c:5]([S:8](=[O:9])(=[O:10])[O:11][CH2:12][CH:13]([CH:14]=[CH2:25])[O:16][c:17]2[c:18](-[c:27]3[c:28]([Cl:34])[cH:29][c:30]([Cl:33])[cH:31][cH:32]3)[c:19]([F:26])[cH:20][cH:21][c:22]2[CH:23]=[CH:15][CH3:24])[cH:6][cH:7]1.[Cl:35][CH2:36][CH2:37][Cl:38]>>[CH3:1][c:2]1[cH:3][cH:4][c:5]([S:8](=[O:9])(=[O:10])[O:11][CH2:12][CH:13]2[CH:14]=[CH:23][c:22]3[c:17]([c:18](-[c:27]4[c:28]([Cl:34])[cH:29][c:30]([Cl:33])[cH:31][cH:32]4)[c:19]([F:26])[cH:20][cH:21]3)[O:16]2)[cH:6][cH:7]1.